This data is from the Open Reaction Database (ORD), a public repository of structured organic reaction records. The task is: describe an organic reaction: reactants, conditions, products, and yield RXN SMILES: C(OC([N:8]1[CH:13]2[CH2:14][CH2:15][CH:9]1[CH2:10][C:11]([F:22])([C:16]1[CH:21]=[CH:20][CH:19]=[CH:18][N:17]=1)[CH2:12]2)=O)(C)(C)C>C(Cl)Cl.C(O)(C(F)(F)F)=O>[F:22][C:11]1([C:16]2[CH:21]=[CH:20][CH:19]=[CH:18][N:17]=2)[CH2:10][CH:9]2[NH:8][CH:13]([CH2:14][CH2:15]2)[CH2:12]1. Solvent: C(Cl)Cl (DCM), C(=O)(C(F)(F)F)O (TFA). Yield: 84.9%. Conditions: time 2 hour. Procedure: 3-Fluoro-3-pyridin-2-yl-8-aza-bicyclo[3.2.1]octane-8-carboxylic acid tert-butyl ester (PA Isomer 1) (0.056 g) was dissolved in DCM (1 mL) and TFA (5 mL). The solution was stirred for 2 hours then the solvent was removed by evaporation under vacuum. The residue was loaded onto an SCX-2 cartridge and washed with DCM, methanol and then eluted with ammonia (2 M in methanol). The solvent was removed by evaporation under vacuum to afford the title compound as a white solid (0.032 g). LCMS m/z 207 [M+H... Reactants: C(C)(C)(C)OC(=O)N1C2CC(CC1CC2)(C2=NC=CC=C2)F (3-Fluoro-3-pyridin-2-yl-8-aza-bicyclo[3.2.1]octane-8-carboxylic acid tert-butyl ester). Product: FC1(CC2CCC(C1)N2)C2=NC=CC=C2 (3-Fluoro-3-pyridin-2-yl-8-aza-bicyclo[3.2.1]octane). The reactants are C(C1=CC=CC=C1)OC1=C(C=C(C=C1)CCNC(CC1=CC=2CCCCC2C=C1)=O)OC (N-[2-(4-benzyloxy-3-methoxyphenyl)ethyl]-2-(5,6,7,8-tetrahydronaphthalen-2-yl)acetamide), C(C)(C)(C)OC(N(C)C)N(C)C (t-butoxybis (dimethylamino)methane), CN(C=O)C (N,N-dimethylformamide). Solvent: O (Water). Run at temperature 100 celsius, time 6 hour. Yields the product C(C1=CC=CC=C1)OC1=C(C=C(C=C1)CCNC(C(=CO)C1=CC=2CCCCC2C=C1)=O)OC (N-[2-(4-benzyloxy-3-methoxyphenyl)ethyl]-3-hydroxy-2-(5,6,7,8-tetrahydronaphthalen-2-yl)acrylamide). The yield is 67.5%. As a reaction SMILES: [CH2:1]([O:8][C:9]1[CH:14]=[CH:13][C:12]([CH2:15][CH2:16][NH:17][C:18](=[O:30])[CH2:19][C:20]2[CH:29]=[CH:28][C:27]3[CH2:26][CH2:25][CH2:24][CH2:23][C:22]=3[CH:21]=2)=[CH:11][C:10]=1[O:31][CH3:32])[C:2]1[CH:7]=[CH:6][CH:5]=[CH:4][CH:3]=1.[C:33]([O:37]C(N(C)C)N(C)C)(C)(C)C.CN(C)C=O>O>[CH2:1]([O:8][C:9]1[CH:14]=[CH:13][C:12]([CH2:15][CH2:16][NH:17][C:18](=[O:30])[C:19]([C:20]2[CH:29]=[CH:28][C:27]3[CH2:26][CH2:25][CH2:24][CH2:23][C:22]=3[CH:21]=2)=[CH:33][OH:37])=[CH:11][C:10]=1[O:31][CH3:32])[C:2]1[CH:3]=[CH:4][CH:5]=[CH:6][CH:7]=1. Procedure: 8.8 g (13.6 mmol) of N-[2-(4-benzyloxy-3-methoxyphenyl)ethyl]-2-(5,6,7,8-tetrahydronaphthalen-2-yl)acetamide, 8.9 g (51.1 mmol) of t-butoxybis (dimethylamino)methane and 100 ml of N,N-dimethylformamide were mixed and stirred at 100° C. for 6 hours. Water was added to the reaction mixture, which was followed by extracted with ethyl acetate, washed with saturated brine twice, dried over anhydrous magnesium sulfate and the solvent was distilled off under reduced pressure. To the residue, 50 ml of 5... The reactants are CS(=O)(=O)OCCCOC1=CC=C(C=C1)N(C1=CC=C(C=C1)OC)C1=CC=C(C=C1)N(C1=CC=C(C=C1)OC)C1=CC=C(C=C1)OC (3-(4-((4-(bis(4-methoxyphenyl)amino)phenyl)(4-methoxyphenyl)amino)phenoxy)propyl methanesulfonate), [Br-].[Li+] (Lithium bromide), O1CCCC1 (tetrahydrofuran). The solvent is O (water). Reaction conditions: temperature 60 celsius, time 8 hour. Product: BrCCCOC1=CC=C(C=C1)N(C1=CC=C(C=C1)N(C1=CC=C(C=C1)OC)C1=CC=C(C=C1)OC)C1=CC=C(C=C1)OC (N1-(4-(3-bromopropoxy)phenyl)-N1,N4,N4-tris(4-methoxyphenyl)benzene-1,4-diamine). Reaction SMILES: CS(O[CH2:6][CH2:7][CH2:8][O:9][C:10]1[CH:15]=[CH:14][C:13]([N:16]([C:25]2[CH:30]=[CH:29][C:28]([N:31]([C:40]3[CH:45]=[CH:44][C:43]([O:46][CH3:47])=[CH:42][CH:41]=3)[C:32]3[CH:37]=[CH:36][C:35]([O:38][CH3:39])=[CH:34][CH:33]=3)=[CH:27][CH:26]=2)[C:17]2[CH:22]=[CH:21][C:20]([O:23][CH3:24])=[CH:19][CH:18]=2)=[CH:12][CH:11]=1)(=O)=O.[Br-:48].[Li+].O1CCCC1>O>[Br:48][CH2:6][CH2:7][CH2:8][O:9][C:10]1[CH:15]=[CH:14][C:13]([N:16]([C:17]2[CH:22]=[CH:21][C:20]([O:23][CH3:24])=[CH:19][CH:18]=2)[C:25]2[CH:30]=[CH:29][C:28]([N:31]([C:40]3[CH:45]=[CH:44][C:43]([O:46][CH3:47])=[CH:42][CH:41]=3)[C:32]3[CH:37]=[CH:36][C:35]([O:38][CH3:39])=[CH:34][CH:33]=3)=[CH:27][CH:26]=2)=[CH:12][CH:11]=1 |f:1.2|. Procedure details: To a dry schlenk flask was added 3-(4-((4-(bis(4-methoxyphenyl)amino)phenyl)(4-methoxyphenyl)amino)phenoxy)propyl methanesulfonate (4.06 g, 6.20 mmol). The flask was evacuated under vacuum and filled with nitrogen. Lithium bromide (5.39 g; 62.0 mmol) and tetrahydrofuran (6.2 mL) were added under nitrogen. The mixture was allowed to stir at 60° C. overnight. Upon disappearance of the starting material the reaction mixture was poured into a separatory funnel containing 100 mL of cold water. The pr...